This data is from the Open Reaction Database (ORD), a public repository of structured organic reaction records. The task is: describe an organic reaction: reactants, conditions, products, and yield Starting materials: [N+](=O)([O-])C=1C=C(C=CC1)/C=C/C(C)=O ((E)-4-(3-nitrophenyl)but-3-en-2-one). The reagents and catalysts are [Pd] (Pd/C). The solvent is CCOC(=O)C (EtOAc). Reaction conditions: time 4 hour. Product: NC=1C=C(C=CC1)CCC(C)=O (4-(3-aminophenyl)butan-2-one). The yield is 94.3%. RXN SMILES: [N+:1]([C:4]1[CH:5]=[C:6](/[CH:10]=[CH:11]/[C:12](=[O:14])[CH3:13])[CH:7]=[CH:8][CH:9]=1)([O-])=O>CCOC(C)=O.[Pd]>[NH2:1][C:4]1[CH:5]=[C:6]([CH2:10][CH2:11][C:12](=[O:14])[CH3:13])[CH:7]=[CH:8][CH:9]=1. Procedure: A solution of (E)-4-(3-nitrophenyl)but-3-en-2-one (15 g, 78 mmol) in EtOAc (150 mL) was added Pd/C (1.7 g), H2 was bubbled in, the reaction mixture was stirred at 40 psi H2 for 4 hrs. The mixture was filtrated, and the filtrate was concentrated to give 4-(3-aminophenyl)butan-2-one (12 g, 94% yield). 1H NMR: (400 MHz, CDCl3) δ 7.08 (t, 1H), 6.63 (s, 1H), 6.54 (d, 1H), 6.42 (d, 1H), 2.76 (t, 2H), 2.71 (t, 2H), 2.1 (s, 3H). The reactants are CC=1C(NC(N2C1SCCC2)=O)=O (9-methyl-3,4-dihydro-2H,6H-pyrimido[6,1-b][1,3]thiazine-6,8(7H)-dione), C([O-])([O-])=O.[K+].[K+] (potassium carbonate), BrCCCCCl (1-bromo-4-chlorobutane). Solvent: CN(C=O)C (N,N-dimethylformamide). Run at temperature 60 celsius, time 2 hour. The product is ClCCCCN1C(N2C(SCCC2)=C(C1=O)C)=O (7-(4-chlorobutyl)-9-methyl-3,4-dihydro-2H,6H-pyrimido[6,1-b][1,3]thiazine-6,8(7H)-dione). Reaction SMILES: [CH3:1][C:2]1[C:3](=[O:13])[NH:4][C:5](=[O:12])[N:6]2[CH2:11][CH2:10][CH2:9][S:8][C:7]=12.C(=O)([O-])[O-].[K+].[K+].Br[CH2:21][CH2:22][CH2:23][CH2:24][Cl:25]>CN(C)C=O>[Cl:25][CH2:24][CH2:23][CH2:22][CH2:21][N:4]1[C:3](=[O:13])[C:2]([CH3:1])=[C:7]2[S:8][CH2:9][CH2:10][CH2:11][N:6]2[C:5]1=[O:12] |f:1.2.3|. Procedure: To a suspension of 3.28 g (16.5 mmol) of 9-methyl-3,4-dihydro-2H,6H-pyrimido[6,1-b][1,3]thiazine-6,8(7H)-dione and 3.81 g (28.8 mmol) of potassium carbonate in 70 ml of N,N-dimethylformamide, 2.07 ml (36 mmol) of 1-bromo-4-chlorobutane was added at room temperature, followed by stirring at 60° C. for 2 hours and then at 100° C. for 3 hours. After cooling, the reaction mixture was concentrated to dryness. The residue was dissolved in dichloromethane-water; the organic layer was washed with water ... The reactants are C(C)(=O)N1C[C@@H](CCCC1)N ((3R)-1-acetylhexahydro-1H-azepin-3-amine), ClC1=CC=C2C(=CC(=NC2=C1)N)N1CCNCC1 (7-chloro-4-(1-piperazinyl)-2-quinolinamine), ClC(=O)OC1=CC=C(C=C1)[N+](=O)[O-] (4-nitrophenyl chloroformate), C(C)(C)N(CC)C(C)C (diisopropyl(ethyl)amine). Product: NC1=NC2=CC(=CC=C2C(=C1)N1CCN(CC1)C(=O)N[C@@H]1CN(CCCC1)C(C)=O)Cl (4-(2-Amino-7-chloro-4-quinolinyl)-N-[(3S)-1-acetylhexahydro-1H-azepin-3-yl]-1-piperazinecarboxamide). As a reaction SMILES: [C:1]([N:4]1[CH2:10][CH2:9][CH2:8][CH2:7][C@@H:6]([NH2:11])[CH2:5]1)(=[O:3])[CH3:2].Cl[C:13](OC1C=CC([N+]([O-])=O)=CC=1)=[O:14].C(N(C(C)C)CC)(C)C.[Cl:34][C:35]1[CH:44]=[C:43]2[C:38]([C:39]([N:46]3[CH2:51][CH2:50][NH:49][CH2:48][CH2:47]3)=[CH:40][C:41]([NH2:45])=[N:42]2)=[CH:37][CH:36]=1>>[NH2:45][C:41]1[CH:40]=[C:39]([N:46]2[CH2:51][CH2:50][N:49]([C:13]([NH:11][C@H:6]3[CH2:7][CH2:8][CH2:9][CH2:10][N:4]([C:1](=[O:3])[CH3:2])[CH2:5]3)=[O:14])[CH2:48][CH2:47]2)[C:38]2[C:43](=[CH:44][C:35]([Cl:34])=[CH:36][CH:37]=2)[N:42]=1. Reported procedure: As described for example 78, (3R)-1-acetylhexahydro-1H-azepin-3-amine, 4-nitrophenyl chloroformate, diisopropyl(ethyl)amine, and 7-chloro-4-(1-piperazinyl)-2-quinolinamine are reacted to afford the product as a light yellow solid. LC-MS: 445 (M++1). 1H NMR (CDCl3) δ 7.70 (d, 1H), 7.60 (s, 1H), 7.15 (d, 1H), 6.02 (s, 1H), 4.70 (s, 2H), 4.22 (d, 1H), 4.10 (m, 1H), 3.92 (m, 1H), 3.60 (m, 4H), 3.10 (m, 6H), 2.25 (m, 1H), 2.15 (s, 3H), 1.60–1.90 (m, 3H), 1.30–1.40 (m, 2H). Starting materials: IC1=CC2=C(C(CO2)=O)C=C1 (6-iodo-1-benzofuran-3(2H)-one), [H-].[Na+] (Sodium hydride), Cl (HCl), [H-].[Na+] (sodium hydride), C(C)OP(OCC)(=O)CC#N (diethylcyanomethylphosphonate). Solvent: C1CCOC1 (THF), O (H2O), CC(C)(C)OC (MTBE), C1CCOC1 (THF), hexanes, hexanes. Run at time 30 minute. Product: IC1=CC2=C(C(=CO2)C#N)C=C1 (6-iodo-1-benzofuran-3-carbonitrile). RXN SMILES: [H-].[Na+].C(OP([CH2:11][C:12]#[N:13])(=O)OCC)C.[I:14][C:15]1[CH:24]=[CH:23][C:18]2C(=O)[CH2:20][O:21][C:17]=2[CH:16]=1.Cl>C1COCC1.O.CC(OC)(C)C>[I:14][C:15]1[CH:24]=[CH:23][C:18]2[C:11]([C:12]#[N:13])=[CH:20][O:21][C:17]=2[CH:16]=1 |f:0.1|. Procedure details: Sodium hydride (37.3 g; 0.886 mol; 1.2 eq; 60 wt % dispersion in oil) was suspended in hexanes (120 mL) under N2. The sodium hydride was allowed to settle and the hexanes were syringed out of the flask and dry THF (100 mL) added. The NaH was washed again and the THF decanted. A fresh portion of dry THF (300 mL) was added and diethylcyanomethylphosphonate (0.886; 1.2 eq) was added drop wise over 35 min while keeping the temperature at 20-22° C. A solution of 6-iodo-1-benzofuran-3(2H)-one (192.0 g... Reactants: OCC=1NC2=CC=C(C=C2C1)[N+](=O)[O-] (2-Hydroxymethyl-5-nitroindole). The reagents and catalysts are [Pd] (Pd/C). The solvent is CO (methanol). Conditions: time 1 hour. Yields the product NC=1C=C2C=C(NC2=CC1)CO (5-Amino-2-hydroxymethylindole). Isolated yield 97.1%. Reaction SMILES: [OH:1][CH2:2][C:3]1[NH:4][C:5]2[C:10]([CH:11]=1)=[CH:9][C:8]([N+:12]([O-])=O)=[CH:7][CH:6]=2>CO.[Pd]>[NH2:12][C:8]1[CH:9]=[C:10]2[C:5](=[CH:6][CH:7]=1)[NH:4][C:3]([CH2:2][OH:1])=[CH:11]2. Reported procedure: To a solution of 13 (862 mg, 4.49 mmol) in methanol (50 mL) was added 5% Pd/C (50 mg) and the reaction mixture was hydrogenated for 1 h at a pressure of 50 lb/inch2. The reaction mixture was filtered through celite and the celite was washed with methanol. The solvent was removed in vacuo and 707 mg (97% yield) of grey powder 14 was obtained. mp: 159°-160° C. 1H NMR (DMSO-d6, ppm): 10.44 (s, 1 H, NH), 7.01-6.99 (d, 1 H, J=8.5 Hz, Ar--H), 6.60 (d, 1 H, J=2.0 Hz, Ar--H), 6.43-6.40 (dd, 1 H, J=2.4, ... Isolated yield 49.4%. Conditions: temperature 60 celsius. Product: ClC1=C(C=NN1C1=CC(=C(C=C1)OCC(C)(C)C)C#N)C(=O)O (5-chloro-1-(3-cyano-4-neopentyloxyphenyl)pyrazole-4-carboxylic acid). Reported procedure: To a solution (10 ml) of ethyl 5-chloro-1-(3-cyano-4-neopentyloxyphenyl)pyrazole-4-carboxylate (1.01 g) in ethanol was added 1 N aqueous sodium hydroxide solution (3.4 ml) with stirring, and the mixture was heated at 60° C. for 1 hour. After the completion of the reaction, the reaction mixture was poured into water and neutralized with acetic acid. The precipitated crystals were recrystallized from ethyl acetate to give 0.46 g of 5-chloro-1-(3-cyano-4-neopentyloxyphenyl)pyrazole-4-carboxylic aci... The solvent is C(C)O (ethanol). The reactants are ClC1=C(C=NN1C1=CC(=C(C=C1)OCC(C)(C)C)C#N)C(=O)OCC (ethyl 5-chloro-1-(3-cyano-4-neopentyloxyphenyl)pyrazole-4-carboxylate), [OH-].[Na+] (sodium hydroxide), O (water), C(C)(=O)O (acetic acid). Reaction SMILES: [Cl:1][C:2]1[N:6]([C:7]2[CH:12]=[CH:11][C:10]([O:13][CH2:14][C:15]([CH3:18])([CH3:17])[CH3:16])=[C:9]([C:19]#[N:20])[CH:8]=2)[N:5]=[CH:4][C:3]=1[C:21]([O:23]CC)=[O:22].[OH-].[Na+].O.C(O)(=O)C>C(O)C>[Cl:1][C:2]1[N:6]([C:7]2[CH:12]=[CH:11][C:10]([O:13][CH2:14][C:15]([CH3:18])([CH3:16])[CH3:17])=[C:9]([C:19]#[N:20])[CH:8]=2)[N:5]=[CH:4][C:3]=1[C:21]([OH:23])=[O:22] |f:1.2|. Reactants: FC=1C=C(C=CC1OC=1C=NC(=CC1)C(F)(F)F)CO ((3-fluoro-4-((6-(trifluoromethyl)pyridin-3-yl)oxy)phenyl)methanol), ClC1=NC(N2C(N(CCC2)C(C)C)=C1)=O (8-chloro-1-isopropyl-3,4-dihydro-1H-pyrimido[1,6-a]pyrimidin-6(2H)-one), [H-].[Na+] (NaH). Run in CN(C=O)C (N,N-dimethylformamide). Reaction conditions: time 1 hour. Yields the product FC=1C=C(COC2=NC(N3C(N(CCC3)C(C)C)=C2)=O)C=CC1OC=1C=NC(=CC1)C(F)(F)F (8-((3-fluoro-4-((6-(trifluoromethyl)pyridin-3-yl)oxy)benzyl)oxy)-1-isopropyl-3,4-dihydro-1H-pyrimido[1,6-a]pyrimidin-6(2H)-one). Reaction SMILES: [F:1][C:2]1[CH:3]=[C:4]([CH2:19][OH:20])[CH:5]=[CH:6][C:7]=1[O:8][C:9]1[CH:10]=[N:11][C:12]([C:15]([F:18])([F:17])[F:16])=[CH:13][CH:14]=1.Cl[C:22]1[CH:34]=[C:26]2[N:27]([CH:31]([CH3:33])[CH3:32])[CH2:28][CH2:29][CH2:30][N:25]2[C:24](=[O:35])[N:23]=1.[H-].[Na+]>CN(C)C=O>[F:1][C:2]1[CH:3]=[C:4]([CH:5]=[CH:6][C:7]=1[O:8][C:9]1[CH:10]=[N:11][C:12]([C:15]([F:16])([F:17])[F:18])=[CH:13][CH:14]=1)[CH2:19][O:20][C:22]1[CH:34]=[C:26]2[N:27]([CH:31]([CH3:32])[CH3:33])[CH2:28][CH2:29][CH2:30][N:25]2[C:24](=[O:35])[N:23]=1 |f:2.3|. Reported procedure: To a solution of (3-fluoro-4-((6-(trifluoromethyl)pyridin-3-yl)oxy)phenyl)methanol (126 mg, 0.439 mmol) and 8-chloro-1-isopropyl-3,4-dihydro-1H-pyrimido[1,6-a]pyrimidin-6(2H)-one (20 mg, 0.088 mmol) in N,N-dimethylformamide (DMF) (8 mL), was added NaH (35.1 mg, 0.878 mmol) 25 and stirred for 1 h at rt. The reaction mixture was quenched by addition of sat. aq. NH4Cl solution and was filtered. The solution was purified by MDAP to afford the desired product as a white solid. The reactants are ClC=1C(=NC2=CC=C(C=C2N1)C(=O)OC)C1=CC=C(C=C1)F (methyl 3-chloro-2-(4-fluorophenyl)quinoxaline-6-carboxylate), C1(CCCC1)N (cyclopentylamine). Solvent: O (water), CS(=O)C (DMSO). Reaction conditions: temperature 100 celsius, time 8 hour. Yields the product C1(CCCC1)NC=1C(=NC2=CC=C(C=C2N1)C(=O)OC)C1=CC=C(C=C1)F (methyl 3-(cyclopentylamino)-2-(4-fluorophenyl)quinoxaline-6-carboxylate). The yield is 83.1%. Reaction SMILES: Cl[C:2]1[C:3]([C:16]2[CH:21]=[CH:20][C:19]([F:22])=[CH:18][CH:17]=2)=[N:4][C:5]2[C:10]([N:11]=1)=[CH:9][C:8]([C:12]([O:14][CH3:15])=[O:13])=[CH:7][CH:6]=2.[CH:23]1([NH2:28])[CH2:27][CH2:26][CH2:25][CH2:24]1>CS(C)=O.O>[CH:23]1([NH:28][C:2]2[C:3]([C:16]3[CH:21]=[CH:20][C:19]([F:22])=[CH:18][CH:17]=3)=[N:4][C:5]3[C:10]([N:11]=2)=[CH:9][C:8]([C:12]([O:14][CH3:15])=[O:13])=[CH:7][CH:6]=3)[CH2:27][CH2:26][CH2:25][CH2:24]1. Procedure: To a solution of methyl 3-chloro-2-(4-fluorophenyl)quinoxaline-6-carboxylate (250 mg, 0.79 mmol) in DMSO (3 mL) was added cyclopentylamine (402.6 mg, 4.73 mmol), and the resulting solution was stirred overnight at 100° C. The resulting mixture was diluted with water (15 mL) and extracted with dichloromethane (3×10 mL), and the organic layers combined, dried over anhydrous magnesium sulfate, and concentrated in vacuo to give a residue, which was purified via silica gel column chromatography (2%-5... Reactants: COc1ccc(-c2cc(C=O)cs2)cc1C(C)(C)C, CCOC(=O)CP(=O)(OCC)OCC. Product: CCOC(=O)C=Cc1csc(-c2ccc(OC)c(C(C)(C)C)c2)c1. RXN SMILES: [C:1]([CH3:2])([CH3:3])([CH3:4])[c:5]1[cH:6][c:7](-[c:13]2[s:14][cH:15][c:16]([CH:18]=[O:19])[cH:17]2)[cH:8][cH:9][c:10]1[O:11][CH3:12].[CH3:20][CH2:21][O:22][C:23](=[O:24])[CH2:25][P:26]([O:27][CH2:28][CH3:29])([O:30][CH2:31][CH3:32])=[O:33]>>[C:1]([CH3:2])([CH3:3])([CH3:4])[c:5]1[cH:6][c:7](-[c:13]2[s:14][cH:15][c:16]([CH:18]=[CH:25][C:23]([O:22][CH2:21][CH3:20])=[O:24])[cH:17]2)[cH:8][cH:9][c:10]1[O:11][CH3:12]. The reactants are ClC1=CC=C(C=C1)C12CNCC2C1 (1-p-chlorophenyl-3-azabicyclo[3.1.0]hexane), C([O-])([O-])=O.[Na+].[Na+] (sodium carbonate), O1C(=CC=C1)C(=O)Cl (2-furoyl chloride). Product: O1C(=CC=C1)C(=O)N1CC2(CC2C1)C1=CC=C(C=C1)Cl (3-(2-Furoyl)-1-(p-chlorophenyl)-3-azabicyclo[3.1.0]hexane). Reaction SMILES: [Cl:1][C:2]1[CH:7]=[CH:6][C:5]([C:8]23[CH2:13][CH:12]2[CH2:11][NH:10][CH2:9]3)=[CH:4][CH:3]=1.C(=O)([O-])[O-].[Na+].[Na+].[O:20]1[CH:24]=[CH:23][CH:22]=[C:21]1[C:25](Cl)=[O:26]>>[O:20]1[CH:24]=[CH:23][CH:22]=[C:21]1[C:25]([N:10]1[CH2:11][CH:12]2[C:8]([C:5]3[CH:4]=[CH:3][C:2]([Cl:1])=[CH:7][CH:6]=3)([CH2:13]2)[CH2:9]1)=[O:26] |f:1.2.3|. Procedure: Following the procedure of Example 8, 19.35 g. of 1-p-chlorophenyl-3-azabicyclo[3.1.0]hexane, 10.59 g. of sodium carbonate and 13.05 g. of 2-furoyl chloride are reacted to produce the product as a dark brown gum.